Task: describe an organic reaction: reactants, conditions, products, and yield. Dataset: the Open Reaction Database (ORD), a public repository of structured organic reaction records The reactants are C(C)(C)(C)OC(NCC(NC1=C(C=C(C=C1)F)NC1=CC=CC=C1)=O)=O ([(4-Fluoro-2-phenylaminophenylcarbamoyl)methyl]carbamic acid tert-butyl ester). Run in CC(=O)O (AcOH). Reaction conditions: temperature 70 celsius. Yields the product C(C)(C)(C)OC(NCC1=NC2=C(N1C1=CC=CC=C1)C=C(C=C2)F)=O ((6-Fluoro-1-phenyl-1H-benzoimidazol-2-ylmethyl)-carbamic acid tert-butyl ester). Yield: 75.4%. RXN SMILES: [C:1]([O:5][C:6](=[O:26])[NH:7][CH2:8][C:9](=O)[NH:10][C:11]1[CH:16]=[CH:15][C:14]([F:17])=[CH:13][C:12]=1[NH:18][C:19]1[CH:24]=[CH:23][CH:22]=[CH:21][CH:20]=1)([CH3:4])([CH3:3])[CH3:2]>CC(O)=O>[C:1]([O:5][C:6](=[O:26])[NH:7][CH2:8][C:9]1[N:18]([C:19]2[CH:24]=[CH:23][CH:22]=[CH:21][CH:20]=2)[C:12]2[CH:13]=[C:14]([F:17])[CH:15]=[CH:16][C:11]=2[N:10]=1)([CH3:4])([CH3:3])[CH3:2]. Procedure: [(4-Fluoro-2-phenylaminophenylcarbamoyl)methyl]carbamic acid tert-butyl ester (0.37 g, 1.03 mmol) was taken up in AcOH (10 mL) and heated at 70° C. for 16 h. After cooling to RT, the volatiles were removed under reduced pressure, the resulting residue was partitioned between EtOAc and water and the mixture basified with Na2CO3. The organic layer was dried (Na2SO4) and concentrated in vacuo. The resulting oil was purified by column chromatography (Si—PCC, gradient 0-60% EtOAc in cyclohexane) to a...